Dataset: the Open Reaction Database (ORD), a public repository of structured organic reaction records. Task: describe an organic reaction: reactants, conditions, products, and yield Reactants: COC(\C=C\C1=NC(=CC=C1OC)C(=O)OC)=O (3-(3-methoxy-6-methoxycarbonyl-2-pyridyl)-(2E)-2-propenoic acid methyl ester). Reagents/catalysts: [Pd] (palladium). The solvent is CO (methanol). Yields the product COC(CCC1=NC(=CC=C1OC)C(=O)OC)=O (3-(3-methoxy-6-methoxycarbonyl-2-pyridyl)-propionic acid methyl ester). The yield is 72.1%. RXN SMILES: [CH3:1][O:2][C:3](=[O:18])/[CH:4]=[CH:5]/[C:6]1[C:11]([O:12][CH3:13])=[CH:10][CH:9]=[C:8]([C:14]([O:16][CH3:17])=[O:15])[N:7]=1>CO.[Pd]>[CH3:1][O:2][C:3](=[O:18])[CH2:4][CH2:5][C:6]1[C:11]([O:12][CH3:13])=[CH:10][CH:9]=[C:8]([C:14]([O:16][CH3:17])=[O:15])[N:7]=1. Procedure details: Under the conditions of example 1 C, a solution of 11 g of 3-(3-methoxy-6-methoxycarbonyl-2-pyridyl)-(2E)-2-propenoic acid methyl ester in 600 ml of methanol is hydrogenated in the presence of 2.2 g of 10% palladium catalyst on activated carbon, worked up, and the crude product is chromatographed on silica gel with hexane/0-25% ethyl acetate. 8 g of 3-(3-methoxy-6-methoxycarbonyl-2-pyridyl)-propionic acid methyl ester of melting point 98°-100° C. is obtained.